From a dataset of the Open Reaction Database (ORD), a public repository of structured organic reaction records. describe an organic reaction: reactants, conditions, products, and yield The reactants are C(C)(=O)C=1OC2=C(C1N)C(=C(C=C2)OC)Br (2-acetyl-3-amino-4-bromo-5-methoxy-benzofuran), C(C)(C)C=1SC=C(N1)C=O (2-isopropyl-thiazole-4-carbaldehyde), [OH-].[Na+] (NaOH), CO (MeOH). Solvent: O (water). Conditions: temperature 50 celsius. The product is NC1=C(OC2=C1C(=C(C=C2)OC)Br)C(C=CC=2N=C(SC2)C(C)C)=O (1-(3-amino-4-bromo-5-methoxy-benzofuran-2-yl)-3-(2-isopropyl-thiazol-4-yl)-2-propen-1-one). The yield is 94.9%. As a reaction SMILES: [C:1]([C:4]1[O:5][C:6]2[CH:13]=[CH:12][C:11]([O:14][CH3:15])=[C:10]([Br:16])[C:7]=2[C:8]=1[NH2:9])(=[O:3])[CH3:2].[CH:17]([C:20]1[S:21][CH:22]=[C:23]([CH:25]=O)[N:24]=1)([CH3:19])[CH3:18].[OH-].[Na+].CO>O>[NH2:9][C:8]1[C:7]2[C:10]([Br:16])=[C:11]([O:14][CH3:15])[CH:12]=[CH:13][C:6]=2[O:5][C:4]=1[C:1](=[O:3])[CH:2]=[CH:25][C:23]1[N:24]=[C:20]([CH:17]([CH3:19])[CH3:18])[S:21][CH:22]=1 |f:2.3|. Reported procedure: A mixture of 12G (2 g, 7 mmol), 2-isopropyl-thiazole-4-carbaldehyde (2.2 g, 14.6 mmol), NaOH (1.5 g) and MeOH (20 mL) was heated to 50° C. and reacted overnight. TLC monitored the reaction. After the reaction completed, the reaction mixture was added dropwise into water. The precipitated solids were collected by filtration to give 15A (2.8 g, 94.4% yield). Starting materials: CN(C)CCCCl, Cc1ccccc1, OC(CCCc1ccccc1)c1ccc(F)cc1, [H-], [Na+], O. The product is CN(C)CCCOC(CCCc1ccccc1)c1ccc(F)cc1. As a reaction SMILES: [CH3:19][N:20]([CH2:21][CH2:22][CH2:23][Cl:24])[CH3:25].[CH3:28][c:29]1[cH:30][cH:31][cH:32][cH:33][cH:34]1.[F:1][c:2]1[cH:3][cH:4][c:5]([CH:8]([CH2:9][CH2:10][CH2:11][c:12]2[cH:13][cH:14][cH:15][cH:16][cH:17]2)[OH:18])[cH:6][cH:7]1.[H-:26].[Na+:27].[OH2:35]>>[F:1][c:2]1[cH:3][cH:4][c:5]([CH:8]([CH2:9][CH2:10][CH2:11][c:12]2[cH:13][cH:14][cH:15][cH:16][cH:17]2)[O:18][CH2:23][CH2:22][CH2:21][N:20]([CH3:19])[CH3:25])[cH:6][cH:7]1. Starting materials: O=C([O-])[O-], CC1(C)CNC(=O)N1, Cc1ccccc1, [Cs+], [Cs+], Fc1cc(I)cnc1F. Product: CC1(C)CN(c2ncc(I)cc2F)C(=O)N1. RXN SMILES: [C:18](=[O:19])([O-:20])[O-:21].[CH3:10][C:11]1([CH3:17])[NH:12][C:13](=[O:16])[NH:14][CH2:15]1.[CH3:24][c:25]1[cH:26][cH:27][cH:28][cH:29][cH:30]1.[Cs+:22].[Cs+:23].[F:1][c:2]1[n:3][cH:4][c:5]([I:9])[cH:6][c:7]1[F:8]>>[c:2]1([N:14]2[C:13](=[O:16])[NH:12][C:11]([CH3:10])([CH3:17])[CH2:15]2)[n:3][cH:4][c:5]([I:9])[cH:6][c:7]1[F:8]. The reactants are ClC1=NC=C(C=C1[C@@H]1N(CCC1)C1=NC=2N(C=C1)N=CC2C(=O)NCCCNC(OC(C)(C)C)=O)F ((R)-tert-butyl 3-(5-(2-(2-chloro-5-fluoropyridin-3-yl)pyrrolidin-1-yl)pyrazolo[1,5-a]pyrimidine-3-carboxamido)propylcarbamate), Cl (HCl). Run at time 2 hour. Yields the product NCCCNC(=O)C=1C=NN2C1N=C(C=C2)N2[C@H](CCC2)C=2C(=NC=C(C2)F)Cl ((R)—N-(3-aminopropyl)-5-(2-(2-chloro-5-fluoropyridin-3-yl)pyrrolidin-1-yl)pyrazolo[1,5-a]pyrimidine-3-carboxamide). As a reaction SMILES: [Cl:1][C:2]1[C:7]([C@H:8]2[CH2:12][CH2:11][CH2:10][N:9]2[C:13]2[CH:18]=[CH:17][N:16]3[N:19]=[CH:20][C:21]([C:22]([NH:24][CH2:25][CH2:26][CH2:27][NH:28]C(=O)OC(C)(C)C)=[O:23])=[C:15]3[N:14]=2)=[CH:6][C:5]([F:36])=[CH:4][N:3]=1.Cl>>[NH2:28][CH2:27][CH2:26][CH2:25][NH:24][C:22]([C:21]1[CH:20]=[N:19][N:16]2[CH:17]=[CH:18][C:13]([N:9]3[CH2:10][CH2:11][CH2:12][C@@H:8]3[C:7]3[C:2]([Cl:1])=[N:3][CH:4]=[C:5]([F:36])[CH:6]=3)=[N:14][C:15]=12)=[O:23]. Reported procedure: A mixture of (R)-tert-butyl 3-(5-(2-(2-chloro-5-fluoropyridin-3-yl)pyrrolidin-1-yl)pyrazolo[1,5-a]pyrimidine-3-carboxamido)propylcarbamate (Example 222, 6 mg, 0.012 mmol) and HCl (4 N dioxane, 145 μL, 0.58 mmol) was stirred at ambient temperature for 2 hours and concentrated to yield the product as white solid. LCMS (apci pos) m/z=418.1 (M+H).